This data is from the Open Reaction Database (ORD), a public repository of structured organic reaction records. The task is: describe an organic reaction: reactants, conditions, products, and yield As a reaction SMILES: [C:1](=[O:2])([O-:3])[O-:4].[Cl:20][CH2:21][C:22](=[O:23])[CH:24]1[CH2:25][CH2:26][CH2:27][CH2:28]1.[F:7][c:8]1[c:9]([C:15]([C:16]#[N:17])([CH3:18])[CH3:19])[cH:10][cH:11][c:12]([OH:14])[cH:13]1.[K+:5].[K+:6].[O:30]=[CH:31][N:32]([CH3:33])[CH3:34].[OH2:29]>>[F:7][c:8]1[c:9]([C:15]([C:16]#[N:17])([CH3:18])[CH3:19])[cH:10][cH:11][c:12]([O:14][CH2:21][C:22](=[O:23])[CH:24]2[CH2:25][CH2:26][CH2:27][CH2:28]2)[cH:13]1. Yields the product CC(C)(C#N)c1ccc(OCC(=O)C2CCCC2)cc1F. The reactants are O=C([O-])[O-], O=C(CCl)C1CCCC1, CC(C)(C#N)c1ccc(O)cc1F, [K+], [K+], CN(C)C=O, O. The reactants are O=C([O-])O, CCN=C=NCCCN(C)C, CC1CNCCN1c1nnc(-c2ccccc2)c2ccncc12, CCOC(C)=O, CCCCCC, Cl, O=C(O)C1CCC(F)(F)CC1, [Na+], CN(C)C=O, On1nnc2cccnc21. Yields the product CC1CN(C(=O)C2CCC(F)(F)CC2)CCN1c1nnc(-c2ccccc2)c2ccncc12. Reaction SMILES: [C:57](=[O:58])([OH:59])[O-:60].[CH2:36]([N:37]=[C:38]=[N:39][CH2:40][CH2:41][CH2:42][N:43]([CH3:44])[CH3:45])[CH3:46].[CH3:1][CH:2]1[N:3]([c:8]2[n:9][n:10][c:11](-[c:18]3[cH:19][cH:20][cH:21][cH:22][cH:23]3)[c:12]3[c:13]2[cH:14][n:15][cH:16][cH:17]3)[CH2:4][CH2:5][NH:6][CH2:7]1.[CH3:67][CH2:68][O:69][C:70](=[O:71])[CH3:72].[CH3:73][CH2:74][CH2:75][CH2:76][CH2:77][CH3:78].[ClH:35].[F:24][C:25]1([F:34])[CH2:26][CH2:27][CH:28]([C:31](=[O:32])[OH:33])[CH2:29][CH2:30]1.[Na+:61].[O:62]=[CH:63][N:64]([CH3:65])[CH3:66].[n:47]1[c:48]2[c:49]([n:50][cH:51][cH:52][cH:53]2)[n:54]([OH:55])[n:56]1>>[CH3:1][CH:2]1[N:3]([c:8]2[n:9][n:10][c:11](-[c:18]3[cH:19][cH:20][cH:21][cH:22][cH:23]3)[c:12]3[c:13]2[cH:14][n:15][cH:16][cH:17]3)[CH2:4][CH2:5][N:6]([C:31]([CH:28]2[CH2:27][CH2:26][C:25]([F:24])([F:34])[CH2:30][CH2:29]2)=[O:32])[CH2:7]1. Reactants: Cl.OCCNCC1=CC=CC=C1 (N-hydroxyethylbenzylamine hydrochloride), Cl.ClCCNCC1=CC=CC=C1 (N-chloroethylbenzylamine hydrochloride). Product: C1NCCC2=CC=CC=C12 (1,2,3,4-tetrahydroisoquinoline). As a reaction SMILES: Cl.O[CH2:3][CH2:4][NH:5][CH2:6][C:7]1[CH:12]=[CH:11][CH:10]=[CH:9][CH:8]=1.Cl.ClCCNCC1C=CC=CC=1>>[CH2:6]1[C:7]2[C:12](=[CH:11][CH:10]=[CH:9][CH:8]=2)[CH2:3][CH2:4][NH:5]1 |f:0.1,2.3|. Reported procedure: The reactions of Examples 1 and 2 are repeated with equimolar quantities of N-hydroxyethylbenzylamine hydrochloride or N-chloroethylbenzylamine hydrochloride to give 1,2,3,4-tetrahydroisoquinoline. The use of N-chloroethyl-2,3-dichlorobenzylamine as the base gives good yields of 7,8-dichlorol,2,3,4-tetrahydroisoquinoline. The reactants are NC(C(C)C)C(=O)O (DL-valine), C(=O)(OCC1=CC=CC=C1)N[C@@H](CC(=O)O)C(=O)O (N-carbobenzoxy-L-aspartic acid), S(O)(O)(=O)=O (sulfuric acid). The solvent is O (water). Run at temperature 50 celsius. The product is N[C@@H](C(C)C)C(=O)O.C(=O)(OCC1=CC=CC=C1)N[C@@H](CC(=O)O)C(=O)O (L-valine N-carbobenzoxy-L-aspartic acid). As a reaction SMILES: [NH2:1][CH:2]([C:6]([OH:8])=[O:7])[CH:3]([CH3:5])[CH3:4].[C:9]([NH:19][C@H:20]([C:25]([OH:27])=[O:26])[CH2:21][C:22]([OH:24])=[O:23])([O:11][CH2:12][C:13]1[CH:18]=[CH:17][CH:16]=[CH:15][CH:14]=1)=[O:10].S(=O)(=O)(O)O>O>[NH2:1][C@H:2]([C:6]([OH:8])=[O:7])[CH:3]([CH3:5])[CH3:4].[C:9]([NH:19][C@H:20]([C:25]([OH:27])=[O:26])[CH2:21][C:22]([OH:24])=[O:23])([O:11][CH2:12][C:13]1[CH:18]=[CH:17][CH:16]=[CH:15][CH:14]=1)=[O:10] |f:4.5|. Procedure: A 11.7 g portion of DL-valine, 13.4 g of N-carbobenzoxy-L-aspartic acid and 2.5 g of sulfuric acid were added to 50 ml of water and the resulting solution was heated to 50° C. This solution was cooled to 20° C. at a rate of 2° C. per hour while stirring, and was stirred for another two hours. The resulting crystal was separated, washed with 20 ml of water and dried to give 9.7 g of an L-valine/N-carbobenzoxy-L-aspartic acid salt. Analysis showed that the optical purity of the L-valine was 98%. Reactants: C([O-])([O-])=O.[K+].[K+] (potassium carbonate), COS(=O)(=O)OC (dimethylsulfate), COC(=O)C=1SC=CC1O (3-hydroxy-2-thiophene carboxylic acid methyl ester). The solvent is CC(=O)C (acetone). Run at time 1 hour. The product is COC1=C(SC=C1)C(=O)O (3-Methoxy-2-thiophene carboxylic acid). RXN SMILES: C[O:2][C:3]([C:5]1[S:6][CH:7]=[CH:8][C:9]=1[OH:10])=[O:4].[C:11](=O)([O-])[O-].[K+].[K+].COS(OC)(=O)=O>CC(C)=O>[CH3:11][O:10][C:9]1[CH:8]=[CH:7][S:6][C:5]=1[C:3]([OH:2])=[O:4] |f:1.2.3|. Procedure details: 48.5 g (0.31 mmoles) of 3-hydroxy-2-thiophene carboxylic acid methyl ester (IV: R3 =H) are dissolved in 400 ml of acetone, 84.7 g (0.61 moles) of potassium carbonate, 77.3 g (0.61 moles) of dimethylsulfate are added, and the mixture is refluxed with stirring for 1 hour. The salt mass is aspirated, washed several times with acetone and the combined filtrate is concentrated in vacuo. 750 ml of aqueous 2N sodium hydroxide are added and boiled. The reaction solution is cooled, washed with ether and ... Reactants: C(O)([O-])=O.[Na+] (sodium hydrogen carbonate), C(#N)[BH3-].[Na+] (sodium cyanoborohydride), C(#N)[BH3-].[Na+] (sodium cyanoborohydride), Cl.NC1CCN(CC1)CCN1C(C=CC2=NC=C(C=C12)OC)=O (1-(2-(4-aminopiperidin-1-yl)ethyl)-7-methoxy-1,5-naphthyridin-2(1H)-one hydrochloride), C[O-].[Na+].CO (sodium methoxide methanol), C(C)C1=NC=C(C=O)C=C1F (6-ethyl-5-fluoronicotinaldehyde). Solvent: C(Cl)(Cl)Cl (chloroform), CO (methanol), C(C)(=O)O (acetic acid). Reaction conditions: time 20 minute. Product: C(C)C1=C(C=C(C=N1)CNC1CCN(CC1)CCN1C(C=CC2=NC=C(C=C12)OC)=O)F (1-(2-(4-(((6-ethyl-5-fluoropyridin-3-yl)methyl)amino)piperidin-1-yl)ethyl)-7-methoxy-1,5-naphthyridin-2(1H)-one). Yield: 34.8%. Reaction SMILES: Cl.[NH2:2][CH:3]1[CH2:8][CH2:7][N:6]([CH2:9][CH2:10][N:11]2[C:20]3[C:15](=[N:16][CH:17]=[C:18]([O:21][CH3:22])[CH:19]=3)[CH:14]=[CH:13][C:12]2=[O:23])[CH2:5][CH2:4]1.C[O-].[Na+].CO.[CH2:29]([C:31]1[C:38]([F:39])=[CH:37][C:34]([CH:35]=O)=[CH:33][N:32]=1)[CH3:30].C([BH3-])#N.[Na+].C(=O)([O-])O.[Na+]>CO.C(Cl)(Cl)Cl.C(O)(=O)C>[CH2:29]([C:31]1[N:32]=[CH:33][C:34]([CH2:35][NH:2][CH:3]2[CH2:4][CH2:5][N:6]([CH2:9][CH2:10][N:11]3[C:20]4[C:15](=[N:16][CH:17]=[C:18]([O:21][CH3:22])[CH:19]=4)[CH:14]=[CH:13][C:12]3=[O:23])[CH2:7][CH2:8]2)=[CH:37][C:38]=1[F:39])[CH3:30] |f:0.1,2.3.4,6.7,8.9|. Reported procedure: To a suspension of 0.14 g of 1-(2-(4-aminopiperidin-1-yl)ethyl)-7-methoxy-1,5-naphthyridin-2(1H)-one hydrochloride in 2 mL of methanol, 0.20 g of a 28% sodium methoxide/methanol solution, 53 mg of 6-ethyl-5-fluoronicotinaldehyde and 20 μL of acetic acid were added. Then, 43 mg of sodium cyanoborohydride was added thereto, and the mixture was stirred at room temperature for 1 hour 20 minutes. Thereto was further added 43 mg of sodium cyanoborohydride, and the mixture was stirred at room temperatu... Reaction SMILES: [CH3:26][C:27]#[N:28].[CH:1]([O:2][c:5]1[c:6](=[O:18])[c:7](=[O:17])[c:8]1-[c:9]1[cH:10][cH:11][c:12]([O:15][CH3:16])[cH:13][cH:14]1)([CH3:3])[CH3:4].[NH2:19][CH:20]([CH3:21])[C:22]([CH3:23])([CH3:24])[CH3:25]>>[c:5]1([NH:19][CH:20]([CH3:21])[C:22]([CH3:23])([CH3:24])[CH3:25])[c:6](=[O:18])[c:7](=[O:17])[c:8]1-[c:9]1[cH:10][cH:11][c:12]([O:15][CH3:16])[cH:13][cH:14]1. Starting materials: CC#N, COc1ccc(-c2c(OC(C)C)c(=O)c2=O)cc1, CC(N)C(C)(C)C. Yields the product COc1ccc(-c2c(NC(C)C(C)(C)C)c(=O)c2=O)cc1. Starting materials: [H-].C(C(C)C)[Al+]CC(C)C (diisobutylaluminum hydride), COC(=O)C1=CC[C@@H]([C@H]1COCC1=CC=CC=C1)O[Si](C)(C)C(C)(C)C ((4S, 5R)-4-[[(1,1-Dimethylethyl)dimethylsilyl]oxy]-5-[(phenylmethoxy)methyl]-1-cyclopentene-1-carboxylic acid methyl ester), C(=O)([O-])C(O)C(O)C(=O)[O-].[Na+].[K+] (potassium sodium tartrate). Solvent: C(Cl)Cl (DCM). Run at temperature -78 celsius, time 2 hour. Product: CC(C)(C)[Si](O[C@H]1CC=C([C@@H]1COCC1=CC=CC=C1)CO)(C)C ((4S, 5R)-4-[[(1,1-Dimethylethyl)dimethylsilyl]oxy]-5-[(phenylmethoxy)methyl]-1-cyclopentene-1-methanol). The yield is 100.5%. As a reaction SMILES: C[O:2][C:3]([C:5]1[C@H:9]([CH2:10][O:11][CH2:12][C:13]2[CH:18]=[CH:17][CH:16]=[CH:15][CH:14]=2)[C@@H:8]([O:19][Si:20]([C:23]([CH3:26])([CH3:25])[CH3:24])([CH3:22])[CH3:21])[CH2:7][CH:6]=1)=O.[H-].C([Al+]CC(C)C)C(C)C.C(C(C(C([O-])=O)O)O)([O-])=O.[Na+].[K+]>C(Cl)Cl>[CH3:26][C:23]([Si:20]([CH3:22])([CH3:21])[O:19][C@@H:8]1[C@@H:9]([CH2:10][O:11][CH2:12][C:13]2[CH:14]=[CH:15][CH:16]=[CH:17][CH:18]=2)[C:5]([CH2:3][OH:2])=[CH:6][CH2:7]1)([CH3:24])[CH3:25] |f:1.2,3.4.5|. Procedure: A 500-mL 3-necked round bottomed flask, equipped with an argon inlet, a temperature probe, and a mechanical stirrer, was charged with (4S, R)-4-[[(1,1-Dimethylethyl)dimethylsilyl]oxy]-5-[(phenylmethoxy)methyl]-1-cyclopentene-1-carboxylic acid methyl ester (7) (10 g, 26.55 mmol, as prepared in Example 9) in DCM (200 mL). The solution was cooled to −78° C. and to this solution diisobutylaluminum hydride (1 M, 66.39 mL, 66.375 mmol in toluene) was added slowly. The reaction mixture was stirred at −...